From a dataset of the Open Reaction Database (ORD), a public repository of structured organic reaction records. describe an organic reaction: reactants, conditions, products, and yield Reactants: C[C@]12CC[C@@H]3C=4C=CC(=CC4CC[C@H]3[C@@H]1CCC2=O)O.C(C1=CN=CC=C1)(=O)[O-] (estrone nicotinate), CI (methyl iodide), CC(=O)C (acetone). The product is [I-].CN1C([CH2+]=CC=C1)C(=O)OC1=CC=2CC[C@H]3[C@@H]4CCC([C@@]4(C)CC[C@@H]3C2C=C1)=O (3-[(1-Methyl-3-pyridiniumcarbonyl)oxy]estra-1,3,5(10)-trien-17-one iodide). The yield is 90.0%. As a reaction SMILES: [CH3:1][C@@:2]12[C:18](=[O:19])[CH2:17][CH2:16][C@H:15]1[C@H:14]1[C@@H:5]([C:6]3[CH:7]=[CH:8][C:9]([OH:20])=[CH:10][C:11]=3[CH2:12][CH2:13]1)[CH2:4][CH2:3]2.C([O-])(=O)[C:22]1[CH:27]=[CH:26][CH:25]=[N:24][CH:23]=1.[CH3:30][I:31].C[C:33](C)=[O:34]>>[I-:31].[CH3:30][N:24]1[CH:23]=[CH:22][CH:27]=[CH2+:26][CH:25]1[C:33]([O:20][C:9]1[CH:8]=[CH:7][C:6]2[C@@H:5]3[C@H:14]([C@H:15]4[C@@:2]([CH2:3][CH2:4]3)([CH3:1])[C:18](=[O:19])[CH2:17][CH2:16]4)[CH2:13][CH2:12][C:11]=2[CH:10]=1)=[O:34] |f:0.1,4.5|. Procedure details: To estrone nicotinate (0.5 g, 0.0013 mol) in acetone (20 ml) was added methyl iodide (1 ml, 0.016 mol) and the mixture was refluxed overnight. The deep yellow precipitate was filtered, washed with acetone, and dried. Yield 90% (0.6226 g); m.p. 245°-248° C. (dec.). NMR (d5 -DMSO) δ 9.8-9.7 (br s, 1H, C2 pyridinium proton), 9.4-9.0 (m, 2H, C4, C6 pyridinium protons), 8.4-8.0 (m, 1H, C5 pyridinium proton), 7.4-7.2 (m, 1H, C1 estrone proton), 7.1-6.9 (m, 2H, C2,4 estrone protons), 3.2-1.3 (estrone s... The reactants are N(=C=O)C1=CC=C(C=C1)OC(F)(F)F (1-isocyanato-4-(trifluoromethoxy)benzene), C(#N)C1=CC=C(C=C1)N1C[C@H](CCC1)N[C@H]1[C@@H](CCCC1)NC(CC1=CN(C2=CC=CC=C12)C)=O (N-((1R,2R)-2-((S)-1-(4-Cyanophenyl)piperidin-3-ylamino)cyclohexyl)-2-(1-methyl-1H-indol-3-yl)acetamide), C(#N)C1=CC=C(C=C1)N1C[C@H](CCC1)N[C@H]1[C@@H](CCCC1)NC(CC1=CN(C2=CC=CC=C12)C)=O (N-((1R,2R)-2-((S)-1-(4-Cyanophenyl)piperidin-3-ylamino)cyclohexyl)-2-(1-methyl-1H-indol-3-yl)acetamide). Product: C(#N)C1=CC=C(C=C1)N1C[C@H](CCC1)N[C@H]1[C@@H](CCCC1)NC(=O)NC1=CC=C(C=C1)OC(F)(F)F (1-((1R,2R)-2-((S)-1-(4-Cyanophenyl)piperidin-3-ylamino)cyclohexyl)-3-(4-(trifluoromethoxy)phenyl)urea), white solid. The yield is 37.2%. As a reaction SMILES: [C:1]([C:3]1[CH:8]=[CH:7][C:6]([N:9]2[CH2:14][CH2:13][CH2:12][C@H:11]([NH:15][C@@H:16]3[CH2:21][CH2:20][CH2:19][CH2:18][C@H:17]3[NH:22][C:23](=[O:35])CC3C4C(=CC=CC=4)N(C)C=3)[CH2:10]2)=[CH:5][CH:4]=1)#[N:2].[N:36]([C:39]1[CH:44]=[CH:43][C:42]([O:45][C:46]([F:49])([F:48])[F:47])=[CH:41][CH:40]=1)=C=O>>[C:1]([C:3]1[CH:4]=[CH:5][C:6]([N:9]2[CH2:14][CH2:13][CH2:12][C@H:11]([NH:15][C@@H:16]3[CH2:21][CH2:20][CH2:19][CH2:18][C@H:17]3[NH:22][C:23]([NH:36][C:39]3[CH:44]=[CH:43][C:42]([O:45][C:46]([F:47])([F:48])[F:49])=[CH:41][CH:40]=3)=[O:35])[CH2:10]2)=[CH:7][CH:8]=1)#[N:2]. Procedure: 1-((1R,2R)-2-((S)-1-(4-Cyanophenyl)piperidin-3-ylamino)cyclohexyl)-3-(4-(trifluoromethoxy)phenyl)urea was synthesized using 4-((S)-3-((1R,2R)-2-aminocyclohexylamino)piperidin-1-yl)benzonitrile (from intermediate D, Example 10) (40 mg, 0.13 mmol) and 1-isocyanato-4-(trifluoromethoxy)benzene (27.2 mg, 0.13 mmol) according to General Procedure G to give 25 mg (37.2%) of white solid. Anal. Calcd. for C26H30F3N5O2 m/z 501.2, found: 502.0 (M+H)+; 1H NMR (400 MHz, DMSO-d6) δ ppm 8.7 (s, 1H), 7.49 (d, J... Reactants: BrC1=CC(=CC(=C1)[N+](=O)[O-])Cl (1-bromo-3-chloro-5-nitrobenzene). Reagents/catalysts: [Zn] (zinc). Run in C(C)(=O)O (acetic acid). Yields the product BrC=1C=C(C=C(C1)Cl)N (3-bromo-5-chlorobenzenamine). Isolated yield 99.6%. As a reaction SMILES: [Br:1][C:2]1[CH:7]=[C:6]([N+:8]([O-])=O)[CH:5]=[C:4]([Cl:11])[CH:3]=1>C(O)(=O)C.[Zn]>[Br:1][C:2]1[CH:7]=[C:6]([NH2:8])[CH:5]=[C:4]([Cl:11])[CH:3]=1. Reported procedure: 1-bromo-3-chloro-5-nitrobenzene (4.27 g, 18.0 mmol) was dissolved in acetic acid (24.1 mL μl, 18.0 mmol) then zinc dust (11.82 g, 180 mmol) was added. After 4 h the reaction was filtered and concentrated to afford 3-bromo-5-chlorobenzenamine (3.7 g, 99% yield). Reactants: CC(C)(C)OC(=O)N1CCc2ccc(OS(C)(=O)=O)cc2CC1, ClCCl, O=C(O)C(F)(F)F. Yields the product CS(=O)(=O)Oc1ccc2c(c1)CCNCC2. Reaction SMILES: [C:1]([O:2][C:3](=[O:4])[N:8]1[CH2:9][CH2:10][c:11]2[c:12]([cH:15][cH:16][c:17]([O:19][S:20](=[O:21])(=[O:22])[CH3:23])[cH:18]2)[CH2:13][CH2:14]1)([CH3:5])([CH3:6])[CH3:7].[Cl:31][CH2:32][Cl:33].[OH:24][C:25]([C:26]([F:27])([F:28])[F:29])=[O:30]>>[NH:8]1[CH2:9][CH2:10][c:11]2[c:12]([cH:15][cH:16][c:17]([O:19][S:20](=[O:21])(=[O:22])[CH3:23])[cH:18]2)[CH2:13][CH2:14]1. Reactants: C(=O)C=1C=CC2=C(CCO2)C1 (2,3-Dihydro-5-formylbenzofuran), ClC=1C=C2CC(NC2=CC1)=O (5-chloro-2-oxindole). Product: ClC=1C=C2C(C(NC2=CC1)=O)=CC=1C=CC2=C(CCO2)C1 (5-Chloro-3-(2,3-dihydro-benzofuran-5-ylmethylene)-1,3-dihydroindol-2-one). RXN SMILES: [CH:1]([C:3]1[CH:4]=[CH:5][C:6]2[O:10][CH2:9][CH2:8][C:7]=2[CH:11]=1)=O.[Cl:12][C:13]1[CH:14]=[C:15]2[C:19](=[CH:20][CH:21]=1)[NH:18][C:17](=[O:22])[CH2:16]2>>[Cl:12][C:13]1[CH:14]=[C:15]2[C:19](=[CH:20][CH:21]=1)[NH:18][C:17](=[O:22])[C:16]2=[CH:1][C:3]1[CH:4]=[CH:5][C:6]2[O:10][CH2:9][CH2:8][C:7]=2[CH:11]=1. Procedure: 2,3-Dihydro-5-formylbenzofuran was condensed with 5-chloro-2-oxindole to give 0.25 g of 5-Chloro-3-(2,3-dihydro-benzofuran-5-ylmethylene)-1,3-dihydroindol-2-one as a yellow-orange solid. Reactants: O=C(Cl)c1ccccc1, O=Cc1cc[nH]c1, [H-], [Na+], C1CCOC1, O. Yields the product O=Cc1ccn(C(=O)c2ccccc2)c1. RXN SMILES: [C:10]([c:11]1[cH:12][cH:13][cH:14][cH:15][cH:16]1)(=[O:17])[Cl:18].[CH:1](=[O:2])[c:3]1[cH:4][nH:5][cH:6][cH:7]1.[H-:8].[Na+:9].[O:19]1[CH2:20][CH2:21][CH2:22][CH2:23]1.[OH2:24]>>[CH:1](=[O:2])[c:3]1[cH:4][n:5]([C:10]([c:11]2[cH:12][cH:13][cH:14][cH:15][cH:16]2)=[O:17])[cH:6][cH:7]1. Reactants: C(C1=CC=CC=C1)N1CC(C(C(C1)C)O)(C)C (1-benzyl-4-hydroxy-3,3,5-trimethylpiperidine). The reagents and catalysts are [OH-].[Pd+2].[OH-] (palladium hydroxide). Run in CO (methanol), [H][H] (hydrogen). The product is OC1C(CNCC1C)(C)C (4-hydroxy-3,3,5-trimethylpiperidine). RXN SMILES: C([N:8]1[CH2:13][CH:12]([CH3:14])[CH:11]([OH:15])[C:10]([CH3:17])([CH3:16])[CH2:9]1)C1C=CC=CC=1>CO.[H][H].[OH-].[Pd+2].[OH-]>[OH:15][CH:11]1[CH:12]([CH3:14])[CH2:13][NH:8][CH2:9][C:10]1([CH3:17])[CH3:16] |f:3.4.5|. Procedure details: A mixture of 1-benzyl-4-hydroxy-3,3,5-trimethylpiperidine (1.9 g, 8.15 mmole) and 20% palladium hydroxide (0.2 g) in methanol (20 ml) was stirred in hydrogen atmosphere (1 atm.) for 48 hr at 35° C. Catalyst was filtered off, washed with methanol, filtrate was concentrated to dryness to give 4-hydroxy-3,3,5-trimethylpiperidine as oil. Yield 1.0 g (87%), C9H17NO, m/z 144 (M+1). Starting materials: C(C)OC(CSC1=NC=C(C(=N1)N)CC=1SC=CC1)=O ((4-Amino-5-thiophen-2-ylmethyl-pyrimidin-2-ylsulfanyl)-acetic acid ethyl ester), C(C)=O (acetaldehyde), C(C)(=O)O (acetic acid), C(#N)[BH3-].[Na+] (sodium cyanoborohydride). Solvent: C(=O)(C(F)(F)F)O (TFA), CC#N (CH3CN), CN(C)C=O (DMF). Run at time 2 day. Yields the product C(C)OC(CSC1=NC=C(C(=N1)NCC)CC=1SC=CC1)=O ((4-Ethylamino-5-thiophen-2-ylmethyl-pyrimidin-2-ylsulfanyl)-acetic acid ethyl ester). Reaction SMILES: [CH2:1]([O:3][C:4](=[O:20])[CH2:5][S:6][C:7]1[N:12]=[C:11]([NH2:13])[C:10]([CH2:14][C:15]2[S:16][CH:17]=[CH:18][CH:19]=2)=[CH:9][N:8]=1)[CH3:2].[CH:21](=O)[CH3:22].C(O)(=O)C.C([BH3-])#N.[Na+]>CN(C=O)C.C(O)(C(F)(F)F)=O.CC#N>[CH2:1]([O:3][C:4](=[O:20])[CH2:5][S:6][C:7]1[N:12]=[C:11]([NH:13][CH2:21][CH3:22])[C:10]([CH2:14][C:15]2[S:16][CH:17]=[CH:18][CH:19]=2)=[CH:9][N:8]=1)[CH3:2] |f:3.4|. Reported procedure: To a solution of (4-Amino-5-thiophen-2-ylmethyl-pyrimidin-2-ylsulfanyl)-acetic acid ethyl ester (0.5 mmol, 155 mg) as prepared in example 12 and acetaldehyde (0.6 mmol, 27 mg) in 1.25 ml of DMF was added acetic acid (0.25 ml) and sodium cyanoborohydride (0.6 mmol, 38 mg) and the mixture was shaken for two days at r.t. The title compound, MS: m/e=338.2 (M+H+), was obtained from the mixture by HPLC chromatography (YMC CombiPrep C18 column 50×20 mm, solvent gradient 10–95% CH3CN in 0.1% TFA(aq) ove... Starting materials: BrCC(=O)OCC (ethyl bromoacetate), C(C)(=O)OCC (ethyl acetate), [H-].[Na+] (sodium hydride), N1C=CN2N=CC=C21 (1H-imidazo[1,2-b]-pyrazole). Run in CN(C=O)C (N,N-dimethylformamide), O (water), CN(C=O)C (N,N-dimethylformamide). Reaction conditions: time 2 hour. Yields the product C(C)OC(=O)CN1C=CN2N=CC=C21 (1-ethoxycarbonylmethyl-1H-imidazo[1,2-b]pyrazole). As a reaction SMILES: [H-].[Na+].[NH:3]1[C:10]2[N:6]([N:7]=[CH:8][CH:9]=2)[CH:5]=[CH:4]1.Br[CH2:12][C:13]([O:15][CH2:16][CH3:17])=[O:14].C(OCC)(=O)C>CN(C)C=O.O>[CH2:16]([O:15][C:13]([CH2:12][N:3]1[C:10]2[N:6]([N:7]=[CH:8][CH:9]=2)[CH:5]=[CH:4]1)=[O:14])[CH3:17] |f:0.1|. Procedure details: To a suspension of 62% sodium hydride (7.23 g) in N,N-dimethylformamide (70 ml) was added 1H-imidazo[1,2-b]-pyrazole (20 g) by portions under ice-cooling. A solution of ethyl bromoacetate (20.7 ml) in N,N-dimethylformamide (50 ml) was added thereto at the same condition. The mixture was stirred for 2 hours at room temperature. The reaction mixture was poured into a mixture of ethyl acetate (1 l) and water (500 ml). The separated organic layer was washed with water and brine, and dried over magne...